From a dataset of the Open Reaction Database (ORD), a public repository of structured organic reaction records. describe an organic reaction: reactants, conditions, products, and yield Reagents/catalysts: C=1C=CC(=CC1)[P](C=2C=CC=CC2)(C=3C=CC=CC3)[Pd]([P](C=4C=CC=CC4)(C=5C=CC=CC5)C=6C=CC=CC6)([P](C=7C=CC=CC7)(C=8C=CC=CC8)C=9C=CC=CC9)[P](C=1C=CC=CC1)(C=1C=CC=CC1)C=1C=CC=CC1 (Pd(PPh3)4), [Cu]I (CuI). The yield is 68.7%. Reaction SMILES: [Cl:1][C:2]1[CH:3]=[C:4]2[C:8](=[C:9](I)[CH:10]=1)[C:7](=[O:12])[N:6]([CH2:13][C:14]1[CH:19]=[CH:18][C:17]([O:20][C:21]([F:24])([F:23])[F:22])=[CH:16][CH:15]=1)[CH2:5]2.[C-:25]#[N:26].[Na+]>C(#N)C.C1C=CC([P]([Pd]([P](C2C=CC=CC=2)(C2C=CC=CC=2)C2C=CC=CC=2)([P](C2C=CC=CC=2)(C2C=CC=CC=2)C2C=CC=CC=2)[P](C2C=CC=CC=2)(C2C=CC=CC=2)C2C=CC=CC=2)(C2C=CC=CC=2)C2C=CC=CC=2)=CC=1.[Cu]I>[Cl:1][C:2]1[CH:10]=[C:9]([C:25]#[N:26])[C:8]2[C:7](=[O:12])[N:6]([CH2:13][C:14]3[CH:19]=[CH:18][C:17]([O:20][C:21]([F:24])([F:23])[F:22])=[CH:16][CH:15]=3)[CH2:5][C:4]=2[CH:3]=1 |f:1.2,^1:34,36,55,74|. Yields the product ClC=1C=C(C=2C(N(CC2C1)CC1=CC=C(C=C1)OC(F)(F)F)=O)C#N (6-chloro-3-oxo-2-(4-trifluoromethoxy-benzyl)-2,3-dihydro-1H-isoindole-4-carbonitrile). Reactants: ClC=1C=C2CN(C(C2=C(C1)I)=O)CC1=CC=C(C=C1)OC(F)(F)F (5-chloro-7-iodo-2-(4-trifluoromethoxy-benzyl)-2,3-dihydro-isoindol-1-one), [C-]#N.[Na+] (sodium cyanide). Procedure: A mixture of 5-chloro-7-iodo-2-(4-trifluoromethoxy-benzyl)-2,3-dihydro-isoindol-1-one (0.339 g, 0.73 mmol), Pd(PPh3)4 (0.084 g, 0.073 mmol), sodium cyanide (0.046 g, 0.95 mmol), and CuI (0.017 g, 0.073 mmol) in acetonitrile (5 mL) was stirred at 80° C. for 18 h. Workup and silica gel column chromatography using 2:1 hexanes-ethyl acetate afforded 6-chloro-3-oxo-2-(4-trifluoromethoxy-benzyl)-2,3-dihydro-1H-isoindole-4-carbonitrile (0.184 g, 69%). 1H NMR (300 MHz, CDCl3): δ (ppm) 4.31 (s, 2H), 4.81... Conditions: temperature 80 celsius, time 18 hour. Run in C(C)#N (acetonitrile). Reactants: N#Cc1ccc(F)cc1C(F)(F)F, [Li+], [Li+], O=C([O-])[O-], CC1NCCC1C(C)(C)O. The product is CC1C(C(C)(C)O)CCN1c1ccc(C#N)c(C(F)(F)F)c1. Reaction SMILES: [F:1][c:2]1[cH:3][c:4]([C:10]([F:11])([F:12])[F:13])[c:5]([C:6]#[N:7])[cH:8][cH:9]1.[Li+:24].[Li+:25].[O-:26][C:27](=[O:28])[O-:29].[OH:14][C:15]([CH3:16])([CH3:17])[CH:18]1[CH:19]([CH3:23])[NH:20][CH2:21][CH2:22]1>>[c:2]1([N:20]2[CH:19]([CH3:23])[CH:18]([C:15]([OH:14])([CH3:16])[CH3:17])[CH2:22][CH2:21]2)[cH:3][c:4]([C:10]([F:11])([F:12])[F:13])[c:5]([C:6]#[N:7])[cH:8][cH:9]1. Starting materials: C1COCCO1, COC(=O)CO, O=[N+]([O-])c1cccnc1Cl, [H-], [Na+], O. Product: COC(=O)COc1ncccc1[N+](=O)[O-]. Reaction SMILES: [CH2:19]1[O:20][CH2:21][CH2:22][O:23][CH2:24]1.[CH3:13][O:14][C:15]([CH2:16][OH:17])=[O:18].[Cl:3][c:4]1[n:5][cH:6][cH:7][cH:8][c:9]1[N+:10](=[O:11])[O-:12].[H-:1].[Na+:2].[OH2:25]>>[c:4]1([O:17][CH2:16][C:15]([O:14][CH3:13])=[O:18])[n:5][cH:6][cH:7][cH:8][c:9]1[N+:10](=[O:11])[O-:12]. Procedure details: To 10-hydroxy-1'-methyl-9,10-dihydroanthracene-9-spiro-4'-piperidine (whose preparation is described in Example 2) (11.5 g.) in acetone (1250 ml.) is added, dropwise with stirring, a solution of oxidising agent (32 ml.), made from sodium dichromate dihydrate (10 g.), water (30 ml.) and concentrated sulphuric acid (7.4 ml.), made up to 50 ml. with water. After addition is complete, the reaction mixture is stirred for 1 hour and is then poured into water (3 l.) basified with 2N sodium hydroxide, a... Yields the product C(CC(O)(C(=O)O)CC(=O)O)(=O)O.CN1CCC2(CC1)C1=CC=CC=C1C(C=1C=CC=CC12)=O (1'-methyl-10-oxo-9,10-dihydroanthracene-9-spiro-4'-piperidine citrate). The reactants are C(CC(O)(C(=O)O)CC(=O)O)(=O)O (citric acid), OC1C=2C=CC=CC2C2(CCN(CC2)C)C2=CC=CC=C12 (10-hydroxy-1'-methyl-9,10-dihydroanthracene-9-spiro-4'-piperidine), [OH-].[Na+] (sodium hydroxide), O.O.[Cr](=O)(=O)([O-])O[Cr](=O)(=O)[O-].[Na+].[Na+] (sodium dichromate dihydrate), S(O)(O)(=O)=O (sulphuric acid). The solvent is CC(=O)C (acetone), O (water), O (water), O (water), C(Cl)(Cl)Cl (chloroform). As a reaction SMILES: [OH:1][CH:2]1[C:21]2[C:16](=[CH:17][CH:18]=[CH:19][CH:20]=2)[C:9]2([CH2:14][CH2:13][N:12]([CH3:15])[CH2:11][CH2:10]2)[C:8]2[CH:7]=[CH:6][CH:5]=[CH:4][C:3]1=2.O.O.[Cr](O[Cr]([O-])(=O)=O)([O-])(=O)=O.[Na+].[Na+].S(=O)(=O)(O)O.[OH-].[Na+].[C:42]([OH:54])(=[O:53])[CH2:43][C:44]([CH2:49][C:50]([OH:52])=[O:51])([C:46]([OH:48])=[O:47])[OH:45]>CC(C)=O.C(Cl)(Cl)Cl.O>[C:42]([OH:54])(=[O:53])[CH2:43][C:44]([CH2:49][C:50]([OH:52])=[O:51])([C:46]([OH:48])=[O:47])[OH:45].[CH3:15][N:12]1[CH2:13][CH2:14][C:9]2([C:8]3[CH:7]=[CH:6][CH:5]=[CH:4][C:3]=3[C:2](=[O:1])[C:21]3[C:16]2=[CH:17][CH:18]=[CH:19][CH:20]=3)[CH2:10][CH2:11]1 |f:1.2.3.4.5,7.8,13.14|. The product is Cc1c(CN2CCc3c(c4cccc(F)c4n3C)C2=O)ncn1C. As a reaction SMILES: [Cl:33][CH2:34][Cl:35].[F:1][c:2]1[cH:3][cH:4][cH:5][c:6]2[c:7]3[c:8]([n:9]([CH3:11])[c:10]12)[CH2:12][CH2:13][N:14]([CH2:17][c:18]1[n:19][cH:20][nH:21][c:22]1[CH3:23])[C:15]3=[O:16].[H-:24].[I:26][CH3:27].[Na+:25].[O:28]=[CH:29][N:30]([CH3:31])[CH3:32]>>[F:1][c:2]1[cH:3][cH:4][cH:5][c:6]2[c:7]3[c:8]([n:9]([CH3:11])[c:10]12)[CH2:12][CH2:13][N:14]([CH2:17][c:18]1[n:19][cH:20][n:21]([CH3:27])[c:22]1[CH3:23])[C:15]3=[O:16]. Starting materials: ClCCl, Cc1[nH]cnc1CN1CCc2c(c3cccc(F)c3n2C)C1=O, [H-], CI, [Na+], CN(C)C=O. The reactants are O (water), ClC1=NC2=CC=C(C=C2C(=C1)CCNC(C(F)(F)F)=O)OC (N-[2-(2-chloro-6-methoxyquinolin-4-yl)ethyl]-2,2,2-trifluoroacetamide), C1(=CC=CC=C1)OB(O)O (phenylboric acid), C([O-])([O-])=O.[Na+].[Na+] (sodium carbonate). Reagents/catalysts: C=1C=CC(=CC1)[P](C=2C=CC=CC2)(C=3C=CC=CC3)[Pd]([P](C=4C=CC=CC4)(C=5C=CC=CC5)C=6C=CC=CC6)([P](C=7C=CC=CC7)(C=8C=CC=CC8)C=9C=CC=CC9)[P](C=1C=CC=CC1)(C=1C=CC=CC1)C=1C=CC=CC1 (tetrakis(triphenylphosphine)palladium). Solvent: C1=CC=CC=C1 (benzene). Yields the product COC=1C=C2C(=CC(=NC2=CC1)C1=CC=CC=C1)CCNC(C(F)(F)F)=O (N-[2-(6-methoxy-2-phenylquinolin-4-yl)ethyl]-2,2,2-trifluoroacetamide). Yield: 91713.0%. Reaction SMILES: Cl[C:2]1[CH:11]=[C:10]([CH2:12][CH2:13][NH:14][C:15](=[O:20])[C:16]([F:19])([F:18])[F:17])[C:9]2[C:4](=[CH:5][CH:6]=[C:7]([O:21][CH3:22])[CH:8]=2)[N:3]=1.[C:23]1(OB(O)O)[CH:28]=[CH:27][CH:26]=[CH:25][CH:24]=1.C(=O)([O-])[O-].[Na+].[Na+].O>C1C=CC=CC=1.C1C=CC([P]([Pd]([P](C2C=CC=CC=2)(C2C=CC=CC=2)C2C=CC=CC=2)([P](C2C=CC=CC=2)(C2C=CC=CC=2)C2C=CC=CC=2)[P](C2C=CC=CC=2)(C2C=CC=CC=2)C2C=CC=CC=2)(C2C=CC=CC=2)C2C=CC=CC=2)=CC=1>[CH3:22][O:21][C:7]1[CH:8]=[C:9]2[C:4](=[CH:5][CH:6]=1)[N:3]=[C:2]([C:23]1[CH:28]=[CH:27][CH:26]=[CH:25][CH:24]=1)[CH:11]=[C:10]2[CH2:12][CH2:13][NH:14][C:15](=[O:20])[C:16]([F:19])([F:18])[F:17] |f:2.3.4,^1:49,51,70,89|. Reported procedure: A solution of N-[2-(2-chloro-6-methoxyquinolin-4-yl)ethyl]-2,2,2-trifluoroacetamide (0.5 g, 1.5 mmol), tetrakis(triphenylphosphine)palladium (58 mg, 0.05 mmol) and phenylboric acid (0.2 g, 1.65 mmol) in benzene (4.2 ml) was mixed with an aqueous solution (1.9 ml) of sodium carbonate (2 mol). This reaction mixture was heated under reflux in an atmosphere of argon for 64 hours. The reaction mixture was poured into water, and the organic layer was extracted with ethyl acetate. The extract was washe... Solvent: CN(C)C=O (DMF), CN(C)C=O (DMF), CN(C)C=O (DMF). The reactants are NC1CN(CC1)CCNC(=O)NC1=CC(=NC2=CC=CC=C12)C (1-[2-(3-amino-pyrrolidin-1-yl)-ethyl]-3-(2-methyl-quinolin-4-yl)-urea), CCN(C(C)C)C(C)C (DIPEA), N1=C(C=CC=C1)C(=O)O (pyridine-2-carboxylic acid), CN(C)C(=[N+](C)C)ON1C2=C(C=CC=C2)N=N1.[B-](F)(F)(F)F (TBTU). Reaction SMILES: [NH2:1][CH:2]1[CH2:6][CH2:5][N:4]([CH2:7][CH2:8][NH:9][C:10]([NH:12][C:13]2[C:22]3[C:17](=[CH:18][CH:19]=[CH:20][CH:21]=3)[N:16]=[C:15]([CH3:23])[CH:14]=2)=[O:11])[CH2:3]1.CCN(C(C)C)C(C)C.[N:33]1[CH:38]=[CH:37][CH:36]=[CH:35][C:34]=1[C:39](O)=[O:40].CN(C(ON1N=NC2C=CC=CC1=2)=[N+](C)C)C.[B-](F)(F)(F)F>CN(C=O)C>[CH3:23][C:15]1[CH:14]=[C:13]([NH:12][C:10](=[O:11])[NH:9][CH2:8][CH2:7][N:4]2[CH2:5][CH2:6][CH:2]([NH:1][C:39]([C:34]3[CH:35]=[CH:36][CH:37]=[CH:38][N:33]=3)=[O:40])[CH2:3]2)[C:22]2[C:17](=[CH:18][CH:19]=[CH:20][CH:21]=2)[N:16]=1 |f:3.4|. Procedure details: To a solution of 1-[2-(3-amino-pyrrolidin-1-yl)-ethyl]-3-(2-methyl-quinolin-4-yl)-urea (0.03 mmol) in DMF (0.3 mL) is added DIPEA (3 eq). The resulting solution is treated with a solution of pyridine-2-carboxylic acid (1.1 eq) in DMF (0.25 mL). A solution of TBTU (1.1 eq) in DMF (0.25 mL) is added. The reaction is stirred at 20 C for 45 min. The reaction mixture is evaporated to dryness. The residue is taken up in CH3CN/H2O/TFA (6:10:1; 1 mL) and is purified by preparative HPLC. Product: CC1=NC2=CC=CC=C2C(=C1)NC(NCCN1CC(CC1)NC(=O)C1=NC=CC=C1)=O (Pyridine-2-carboxylic acid (1-{2-[3-(2-methyl-quinolin-4-yl)-ureido]-ethyl}-pyrrolidin-3-yl)-amide). Conditions: time 45 minute.